This data is from the Open Reaction Database (ORD), a public repository of structured organic reaction records. The task is: describe an organic reaction: reactants, conditions, products, and yield The product is COc1nc(-c2ccccc2)cnc1Cn1ccnc1-c1nccs1. Reaction SMILES: [Cl:1][CH2:2][c:3]1[n:4][cH:5][c:6](-[c:11]2[cH:12][cH:13][cH:14][cH:15][cH:16]2)[n:7][c:8]1[O:9][CH3:10].[K+:27].[K+:28].[O-:29][C:30]([O-:31])=[O:32].[O:33]=[CH:34][N:35]([CH3:36])[CH3:37].[nH:17]1[c:18](-[c:22]2[s:23][cH:24][cH:25][n:26]2)[n:19][cH:20][cH:21]1>>[CH2:2]([c:3]1[n:4][cH:5][c:6](-[c:11]2[cH:12][cH:13][cH:14][cH:15][cH:16]2)[n:7][c:8]1[O:9][CH3:10])[n:17]1[c:18](-[c:22]2[s:23][cH:24][cH:25][n:26]2)[n:19][cH:20][cH:21]1. The reactants are COc1nc(-c2ccccc2)cnc1CCl, [K+], [K+], O=C([O-])[O-], CN(C)C=O, c1c[nH]c(-c2nccs2)n1.